From a dataset of the Open Reaction Database (ORD), a public repository of structured organic reaction records. describe an organic reaction: reactants, conditions, products, and yield The reactants are ClC=1C=NC=C(C1C)Cl (3,5-dichloro-4-methylpyridine), COC(=O)C1=CC=C(C=2OCC3(COC3)COC21)OC (9-Methoxy-spiro[2H-1,5-benzodioxepin-3(4H),3′-oxetane]-6-carboxylic acid methyl ester), [Li+].C[Si](C)(C)[N-][Si](C)(C)C (LiHMDS). The solvent is C1CCOC1 (THF). Product: ClC=1C=NC=C(C1CC(=O)C1=CC=C(C=2OCC3(COC3)COC21)OC)Cl (2-(3,5-Dichloropyridin-4-yl)-1-{9-methoxy-spiro[2H-1,5-benzodioxepin-3(4H),3′-oxetane]-6-yl}ethanone). Reaction SMILES: [Cl:1][C:2]1[CH:3]=[N:4][CH:5]=[C:6]([Cl:9])[C:7]=1[CH3:8].C[O:11][C:12]([C:14]1[C:27]2[O:26][CH2:25][C:21]3([CH2:24][O:23][CH2:22]3)[CH2:20][O:19][C:18]=2[C:17]([O:28][CH3:29])=[CH:16][CH:15]=1)=O.[Li+].C[Si]([N-][Si](C)(C)C)(C)C>C1COCC1>[Cl:1][C:2]1[CH:3]=[N:4][CH:5]=[C:6]([Cl:9])[C:7]=1[CH2:8][C:12]([C:14]1[C:27]2[O:26][CH2:25][C:21]3([CH2:24][O:23][CH2:22]3)[CH2:20][O:19][C:18]=2[C:17]([O:28][CH3:29])=[CH:16][CH:15]=1)=[O:11] |f:2.3|. Procedure details: Following the general procedure, condensation of 3,5-dichloro-4-methylpyridine (169 mg, 1.04 mmol) with compound 514 (224 mg, 0.8 mmol) in THF (4 mL) in the presence of LiHMDS (2.4 mL, 2.4 mmol) afforded compound 121 as a white solid material after purification by column chromatography (65-80% EtOAc in light petroleum). LC-MS: RT=3.24 min.; m/z 410.07 (M+H)+, 408.19, 410.22 (M−H)−. 1H NMR (DMSO-d6): δ 8.66 (2H, s), 7.45 (1H, d, J 8.9), 6.91 (1H, d, J 9.0), 4.66 (2H, s), 4.57 (2H, s), 4.50 (2H, d... Product: COc1ccc(CN2CC(F)(F)C(=O)N(C)c3cnc(Nc4ccc(C(=O)NC5CCN(C)CC5)cc4OC)nc32)cc1. Starting materials: CC(C)O, COc1ccc(CN2CC(F)(F)C(=O)N(C)c3cnc(Cl)nc32)cc1, ClCCl, COc1cc(C(=O)NC2CCN(C)CC2)ccc1N, [Na+], [Na+], O=C([O-])[O-], O, Cc1ccc(S(=O)(=O)O)cc1. As a reaction SMILES: [CH:66]([OH:67])([CH3:68])[CH3:69].[Cl:1][c:2]1[n:3][cH:4][c:5]2[c:6]([n:25]1)[N:7]([CH2:16][c:17]1[cH:18][cH:19][c:20]([O:23][CH3:24])[cH:21][cH:22]1)[CH2:8][C:9]([F:14])([F:15])[C:10](=[O:13])[N:11]2[CH3:12].[Cl:63][CH2:64][Cl:65].[NH2:26][c:27]1[c:28]([O:43][CH3:44])[cH:29][c:30]([C:31](=[O:32])[NH:33][CH:34]2[CH2:35][CH2:36][N:37]([CH3:40])[CH2:38][CH2:39]2)[cH:41][cH:42]1.[Na+:57].[Na+:58].[O-:59][C:60](=[O:61])[O-:62].[OH2:45].[c:46]1([CH3:47])[cH:48][cH:49][c:50]([S:51]([OH:52])(=[O:53])=[O:54])[cH:55][cH:56]1>>[c:2]1([NH:26][c:27]2[c:28]([O:43][CH3:44])[cH:29][c:30]([C:31](=[O:32])[NH:33][CH:34]3[CH2:35][CH2:36][N:37]([CH3:40])[CH2:38][CH2:39]3)[cH:41][cH:42]2)[n:3][cH:4][c:5]2[c:6]([n:25]1)[N:7]([CH2:16][c:17]1[cH:18][cH:19][c:20]([O:23][CH3:24])[cH:21][cH:22]1)[CH2:8][C:9]([F:14])([F:15])[C:10](=[O:13])[N:11]2[CH3:12]. Starting materials: FC(C(=O)O)(F)F (Trifluoroacetic acid), C1(CC1)N1C(C=C(C=C1)OCC1=CC=C(C=C1)OC)=O (1-cyclopropyl-4-(4-methoxy-benzyloxy)-1H-pyridin-2-one). Product: C1(CC1)N1C(C=C(C=C1)O)=O (1-Cyclopropyl-4-hydroxy-1H-pyridin-2-one). As a reaction SMILES: FC(F)(F)C(O)=O.[CH:8]1([N:11]2[CH:16]=[CH:15][C:14]([O:17]CC3C=CC(OC)=CC=3)=[CH:13][C:12]2=[O:27])[CH2:10][CH2:9]1>>[CH:8]1([N:11]2[CH:16]=[CH:15][C:14]([OH:17])=[CH:13][C:12]2=[O:27])[CH2:10][CH2:9]1. Procedure details: Trifluoroacetic acid (1 mL) was added to a flask charged with a stir bar and 1-cyclopropyl-4-(4-methoxy-benzyloxy)-1H-pyridin-2-one (0.17 g) and chilled in an ice/EtOH bath. The resulting mixture was stirred with cooling for 1.5 h and at ambient temperature for another 4.5 h. Then, the solution was concentrated under reduced pressure and the residue was triturated with tert-butyl methyl ether and dried to give the title compound as a solid. Yield: 0.10 g (quantitative). Mass spectrum (ESI+): m/z... Starting materials: [O-]O (hydroperoxide), C(C)(C)(C)OO (tertiary butyl hydroperoxide), [B] (boron), CCCCCCC=C (octene-1). The reagents and catalysts are B#[W] (tungsten boride). Run at temperature 90 celsius. Yields the product C1C(CCCCCC)O1 (octene oxide). The yield is 36.0%. Reaction SMILES: [O-]O.[B].[CH3:4][CH2:5][CH2:6][CH2:7][CH2:8][CH2:9][CH:10]=[CH2:11].C([O:16]O)(C)(C)C>B#[W]>[CH2:11]1[O:16][CH:10]1[CH2:9][CH2:8][CH2:7][CH2:6][CH2:5][CH3:4]. Procedure details: In this example, the liquid phase epoxidation of an olefinic compound with an organic hydroperoxide was carried out in the presence of a catalytic amount of a boron containing substance in accordance with the instant invention. A 250 ml. flask equipped with a stirrer, thermometer, reflux condenser and dropping funnel was charged with 84 g. octene-1 and 1 g. tungsten boride (WB). The charged mixture was heated to 90° C and 90% tertiary butyl hydroperoxide was added dropwise until a total of 25 g....